This data is from the Open Reaction Database (ORD), a public repository of structured organic reaction records. The task is: describe an organic reaction: reactants, conditions, products, and yield Reactants: CC(C)(C)OO, CC=O, O, O, O, O, O, O, O, O, O=S(=O)(O)O, O=S(=O)(O)O, N#Cc1ccncc1. Product: CC(=O)c1cc(C#N)ccn1. RXN SMILES: [C:30]([O:31][OH:32])([CH3:33])([CH3:34])[CH3:35].[CH:21]([CH3:22])=[O:23].[OH2:1].[OH2:29].[OH2:2].[OH2:3].[OH2:4].[OH2:5].[OH2:6].[OH2:7].[S:24](=[O:25])(=[O:26])([OH:27])[OH:28].[S:8]([OH:9])([OH:10])(=[O:11])=[O:12].[n:13]1[cH:14][cH:15][c:16]([C:19]#[N:20])[cH:17][cH:18]1>>[n:13]1[c:14]([C:21]([CH3:22])=[O:23])[cH:15][c:16]([C:19]#[N:20])[cH:17][cH:18]1.